Dataset: the Open Reaction Database (ORD), a public repository of structured organic reaction records. Task: describe an organic reaction: reactants, conditions, products, and yield Starting materials: BrCC(C(=O)OCC)=O (ethyl bromopyruvate), C1C(C)O1 (propylene oxide), NC1=NC2=CC(=CC=C2C=C1)OC (2-amino-7-methoxyquinoline). Solvent: C(OC)COC (dimethoxyethane), C(OC)COC (dimethoxyethane). Conditions: time 16 hour. The product is COC1=CC=C2C=CC=3N(C2=C1)C=C(N3)C(=O)OCC (ethyl 8-methoxyimidazo-[1,2-a]-quinoline-2-carboxylate). RXN SMILES: [NH2:1][C:2]1[CH:11]=[CH:10][C:9]2[C:4](=[CH:5][C:6]([O:12][CH3:13])=[CH:7][CH:8]=2)[N:3]=1.Br[CH2:15][C:16](=O)[C:17]([O:19][CH2:20][CH3:21])=[O:18].C1OC1C>C(COC)OC>[CH3:13][O:12][C:6]1[CH:5]=[C:4]2[C:9]([CH:10]=[CH:11][C:2]3[N:3]2[CH:15]=[C:16]([C:17]([O:19][CH2:20][CH3:21])=[O:18])[N:1]=3)=[CH:8][CH:7]=1. Procedure details: 50 ml of 2-amino-7-methoxyquinoline [C.A., Vol. 79, p. 92024t] were dissolved in 50 ml of dimethoxyethane and then a mixture of 3 g of ethyl bromopyruvate and 1 g of propylene oxide in 5 ml of dimethoxyethane was added thereto. The mixture was allowed to stand at 5° C. for 16 hours and the intermediate quaternary salt thus precipitated was filtered off, washed with diethyl ether and then was dissolved in 50 ml of ethanol. The solution was refluxed for 1 hour and then was reduced in volume under ... Starting materials: C(C)OC(C=C[C@H]([C@H](C[C@@H](CO)O[Si](C)(C)C(C)(C)C)O[Si](C)(C)C(C)(C)C)C)=O (5(S),7(S)-Bis-(tert-butyl-dimethyl-silanyloxy)-8-hydroxy-4(R)-methyl-oct-2-enoic acid ethyl ester), CC(=O)OI1(C=2C=CC=CC2C(=O)O1)(OC(=O)C)OC(=O)C (Dess-Martin periodinane). The solvent is C(Cl)Cl (CH2Cl2). Run at time 1 hour. Yields the product C(C)OC(C=C[C@H]([C@H](C[C@@H](C=O)O[Si](C)(C)C(C)(C)C)O[Si](C)(C)C(C)(C)C)C)=O (5(S),7(S)-Bis-(tert-butyl-dimethyl-silanyloxy)-4(R)-methyl-8-oxo-oct-2-enoic acid ethyl ester). RXN SMILES: [CH2:1]([O:3][C:4](=[O:30])[CH:5]=[CH:6][C@@H:7]([CH3:29])[C@@H:8]([O:21][Si:22]([C:25]([CH3:28])([CH3:27])[CH3:26])([CH3:24])[CH3:23])[CH2:9][C@H:10]([O:13][Si:14]([C:17]([CH3:20])([CH3:19])[CH3:18])([CH3:16])[CH3:15])[CH2:11][OH:12])[CH3:2].CC(OI1(OC(C)=O)(OC(C)=O)OC(=O)C2C=CC=CC1=2)=O>C(Cl)Cl>[CH2:1]([O:3][C:4](=[O:30])[CH:5]=[CH:6][C@@H:7]([CH3:29])[C@@H:8]([O:21][Si:22]([C:25]([CH3:28])([CH3:27])[CH3:26])([CH3:24])[CH3:23])[CH2:9][C@H:10]([O:13][Si:14]([C:17]([CH3:20])([CH3:18])[CH3:19])([CH3:16])[CH3:15])[CH:11]=[O:12])[CH3:2]. Procedure: The alcohol 59 (3.86 g, 8.34 mmol) in CH2Cl2 (20 mL) was treated with Dess-Martin periodinane (5.3 g, 12.5 mmol). After 1 h, the mixture was quenched with saturated NaHCO3 (50 mL). The aqueous layer was extracted with ethyl ether (20 mL×2) and the combined extracts were dried over anhydrous MgSO4. Filtration and concentration followed by short flash column chromatography (hexane/EtOAc 4:1) to remove the residue from Dess-Martin reagent provided the aldehyde as a colorless oil: 1H NMR (300 MHz, C... Reactants: C1CCOC1, [Cl-], Cl, N#N, [NH4+], CC(CCC(=O)O)C1CCC2C3C(=O)C=C4CC(O[Si](C(C)C)(C(C)C)C(C)C)CCC4(C)C3CCC12C. Product: CC(CCC(=O)O)C1CCC2C3C(CCC12C)C1(C)CCC(O[Si](C(C)C)(C(C)C)C(C)C)CC1=CC3(C)O. RXN SMILES: [CH2:44]1[O:45][CH2:46][CH2:47][CH2:48]1.[Cl-:41].[ClH:43].[N:1]#[N:2].[NH4+:42].[O:3]=[C:4]1[CH:5]2[CH:6]3[CH2:7][CH2:8][CH:9]([CH:10]([CH2:11][CH2:12][C:13](=[O:14])[OH:15])[CH3:16])[C:17]3([CH3:40])[CH2:18][CH2:19][CH:20]2[C:21]2([CH3:39])[CH2:22][CH2:23][CH:24]([O:28][Si:29]([CH:30]([CH3:31])[CH3:32])([CH:33]([CH3:34])[CH3:35])[CH:36]([CH3:37])[CH3:38])[CH2:25][C:26]2=[CH:27]1>>[OH:3][C:4]1([CH3:44])[CH:5]2[CH:6]3[CH2:7][CH2:8][CH:9]([CH:10]([CH2:11][CH2:12][C:13](=[O:14])[OH:15])[CH3:16])[C:17]3([CH3:40])[CH2:18][CH2:19][CH:20]2[C:21]2([CH3:39])[CH2:22][CH2:23][CH:24]([O:28][Si:29]([CH:30]([CH3:31])[CH3:32])([CH:33]([CH3:34])[CH3:35])[CH:36]([CH3:37])[CH3:38])[CH2:25][C:26]2=[CH:27]1. Starting materials: C(CCC)N1C(C(=C(C2=CC=CN=C12)C1=CC(=CC=C1)C#CCCN1C(C=2C(C1=O)=CC=CC2)=O)NC(=O)NC2=C(C=CC=C2C(C)C)C(C)C)=O (N-[1-butyl-4-{3-(4-phthalimido-1-butynyl)phenyl}-1,2-dihydro-2-oxo-1,8-naphthyridin-3-yl]-N'-(2,6-diisopropylphenyl)urea), C(C)O.CN (methylamine ethanol). Solvent: C(C)O (ethanol). The product is C(CCC)N1C(C(=C(C2=CC=CN=C12)C1=CC(=CC=C1)C#CCCN)NC(=O)NC1=C(C=CC=C1C(C)C)C(C)C)=O (N-[1-butyl-4-{3-(4-amino-1-butynyl)phenyl}-1,2-dihydro-2-oxo-1,8-naphthyridin-3-yl]-N'-(2,6-diisopropylphenyl)urea). Isolated yield 80.6%. As a reaction SMILES: [CH2:1]([N:5]1[C:14]2[C:9](=[CH:10][CH:11]=[CH:12][N:13]=2)[C:8]([C:15]2[CH:20]=[CH:19][CH:18]=[C:17]([C:21]#[C:22][CH2:23][CH2:24][N:25]3C(=O)C4=CC=CC=C4C3=O)[CH:16]=2)=[C:7]([NH:36][C:37]([NH:39][C:40]2[C:45]([CH:46]([CH3:48])[CH3:47])=[CH:44][CH:43]=[CH:42][C:41]=2[CH:49]([CH3:51])[CH3:50])=[O:38])[C:6]1=[O:52])[CH2:2][CH2:3][CH3:4].C(O)C.CN>C(O)C>[CH2:1]([N:5]1[C:14]2[C:9](=[CH:10][CH:11]=[CH:12][N:13]=2)[C:8]([C:15]2[CH:20]=[CH:19][CH:18]=[C:17]([C:21]#[C:22][CH2:23][CH2:24][NH2:25])[CH:16]=2)=[C:7]([NH:36][C:37]([NH:39][C:40]2[C:41]([CH:49]([CH3:50])[CH3:51])=[CH:42][CH:43]=[CH:44][C:45]=2[CH:46]([CH3:48])[CH3:47])=[O:38])[C:6]1=[O:52])[CH2:2][CH2:3][CH3:4] |f:1.2|. Procedure details: To a solution of N-[1-butyl-4-{3-(4-phthalimido-1-butynyl)phenyl}-1,2-dihydro-2-oxo-1,8-naphthyridin-3-yl]-N'-(2,6-diisopropylphenyl)urea (50 mg, 0.072 mmol) in ethanol (1 ml) was added 30% methylamine ethanol solution (1.0 ml), and the mixture was stirred at room temperature. The mixture was concentrated under reduced pressure to remove the solvent, and the residue was purified by silica gel column chromatography (5% methanol in chloroform) to give the title compound (33 mg, 0.058 mmol). Starting materials: C(C)(=O)[O-].[Na+] (Sodium acetate), C(C)OC(=O)C(CC(=O)O)=CC1=COC(=C1)C (3-(ethoxycarbonyl)-4-(5-methyl-3-furyl)but-3-enoic acid). Solvent: ClCCl (dichloromethane), C(C)(=O)OC(C)=O (acetic anhydride). The product is C(C)(=O)OC1=CC(=CC=2C=C(OC21)C)C(=O)OCC (Ethyl 7-(Acetyloxy)-2-methyl-1-benzofuran-5-carboxylate). Yield: 81.0%. RXN SMILES: [C:1]([O-:4])(=[O:3])[CH3:2].[Na+].[CH2:6]([O:8][C:9]([C:11](=[CH:16][C:17]1[CH:21]=[C:20]([CH3:22])[O:19][CH:18]=1)[CH2:12][C:13](O)=O)=[O:10])[CH3:7]>C(OC(=O)C)(=O)C.ClCCl>[C:1]([O:4][C:13]1[C:18]2[O:19][C:20]([CH3:22])=[CH:21][C:17]=2[CH:16]=[C:11]([C:9]([O:8][CH2:6][CH3:7])=[O:10])[CH:12]=1)(=[O:3])[CH3:2] |f:0.1|. Procedure: Sodium acetate (15 g, 0.18 mol) was added under vigorous stirring to a solution of 3-(ethoxycarbonyl)-4-(5-methyl-3-furyl)but-3-enoic acid (14 g, 58 mmol) in 150 mL of acetic anhydride. The reaction mixture was refluxed for 3 h and evaporated in vacuum (˜20 mmHg) at 70° C. until the solvent distillation ceased. The obtained crude product was suspended in 300 mL of dichloromethane. The suspension was filtered. The precipitate was washed by 250 mL of dichloromethane. The combined solutions were wa... The reactants are [N+](=O)([O-])C1=CC=C(C=C1)OC(NC1=CC=C(C=C1)OC(C)C)=O ((4-isopropoxy-phenyl)-carbamic acid 4-nitro-phenyl ester), C(C)(C)(C)OC(=O)N1CCC(CC1)C1=NC=NC2=CC(=CC=C12)OCCCC1=NN=NN1 (4-{7-[3-(1H-Tetrazol-5-yl)-propoxy]-quinazolin-4-yl}-piperidine-1-carboxylic acid tert-butyl ester), C(=O)(C(F)(F)F)O.C1(=CC=CC=C1)OC (TFA anisole). Solvent: N1=CC=CC=C1 (Pyridine). Run at temperature 100 celsius, time 10 minute. Product: C(C)(C)OC1=CC=C(C=C1)NC(=O)N1CCC(CC1)C1=NC=NC2=CC(=CC=C12)OCCCC1=NN=NN1 (4-{7-[3-(1H-Tetrazol-5-yl)-propoxy]-quinazolin-4-yl}-piperidine-1-carboxylic acid (4-isopropoxy-phenyl)-amide). Isolated yield 13.8%. As a reaction SMILES: C(O[C:6]([N:8]1[CH2:13][CH2:12][CH:11]([C:14]2[C:23]3[C:18](=[CH:19][C:20]([O:24][CH2:25][CH2:26][CH2:27][C:28]4[NH:32][N:31]=[N:30][N:29]=4)=[CH:21][CH:22]=3)[N:17]=[CH:16][N:15]=2)[CH2:10][CH2:9]1)=[O:7])(C)(C)C.C(O)(C(F)(F)F)=O.C1(OC)C=CC=CC=1.[N+](C1C=CC(OC(=O)[NH:59][C:60]2[CH:65]=[CH:64][C:63]([O:66][CH:67]([CH3:69])[CH3:68])=[CH:62][CH:61]=2)=CC=1)([O-])=O>N1C=CC=CC=1>[CH:67]([O:66][C:63]1[CH:64]=[CH:65][C:60]([NH:59][C:6]([N:8]2[CH2:9][CH2:10][CH:11]([C:14]3[C:23]4[C:18](=[CH:19][C:20]([O:24][CH2:25][CH2:26][CH2:27][C:28]5[NH:32][N:31]=[N:30][N:29]=5)=[CH:21][CH:22]=4)[N:17]=[CH:16][N:15]=3)[CH2:12][CH2:13]2)=[O:7])=[CH:61][CH:62]=1)([CH3:69])[CH3:68] |f:1.2|. Reported procedure: A solution of 4-{7-[3-(1H-Tetrazol-5-yl)-propoxy]-quinazolin-4-yl}-piperidine-1-carboxylic acid tert-butyl ester (6.1 mg, 14 μmol), as prepared in the previous step, in 9:1 TFA/anisole (100 μL) was stirred at 100° C. for 10 min. The solution was then concentrated. Pyridine (100 μL) and (4-isopropoxy-phenyl)-carbamic acid 4-nitro-phenyl ester (5.8 mg, 18 μmol), as prepared in Example 1a, were added, and the solution was stirred at 80° C. for 15 min. The reaction was concentrated, taken up in 1M N... Reactants: CC(=O)O, O=Nc1c(-c2ccc(Cl)cc2)nc2sc3ccccc3n12, [Zn]. Yields the product Nc1c(-c2ccc(Cl)cc2)nc2sc3ccccc3n12. RXN SMILES: [CH3:22][C:23](=[O:24])[OH:25].[Cl:1][c:2]1[cH:3][cH:4][c:5](-[c:8]2[n:9][c:10]3[s:11][c:12]4[c:13]([n:14]3[c:15]2[N:16]=[O:17])[cH:18][cH:19][cH:20][cH:21]4)[cH:6][cH:7]1.[Zn:26]>>[Cl:1][c:2]1[cH:3][cH:4][c:5](-[c:8]2[n:9][c:10]3[s:11][c:12]4[c:13]([n:14]3[c:15]2[NH2:16])[cH:18][cH:19][cH:20][cH:21]4)[cH:6][cH:7]1.